Dataset: the Open Reaction Database (ORD), a public repository of structured organic reaction records. Task: describe an organic reaction: reactants, conditions, products, and yield Starting materials: CN1CC2=C(N(C=3C=CC(=CC23)C)CC(O)(C2=CC=CC=C2)C2=CC=CC=C2)CC1 (2-(2,8-Dimethyl-1,2,3,4-tetrahydro-pyrido[4,3-b]indol-5-yl)-1,1-diphenyl-ethanol), [OH-].[Na+] (NaOH), S(=O)(Cl)Cl (Thionyl chloride). The reagents and catalysts are CN(C)C=O (DMF). The solvent is C(Cl)Cl (DCM). Conditions: time 2.5 hour. Product: C1(=CC=CC=C1)C(=CN1C2=C(C=3C=C(C=CC13)C)CN(CC2)C)C2=CC=CC=C2 (5-(2,2-diphenylvinyl)-2,8-dimethyl-2,3,4,5-tetrahydro-1H-pyrido[4,3-b]indole). Yield: 15.9%. As a reaction SMILES: [CH3:1][N:2]1[CH2:30][CH2:29][C:5]2[N:6]([CH2:14][C:15]([C:23]3[CH:28]=[CH:27][CH:26]=[CH:25][CH:24]=3)([C:17]3[CH:22]=[CH:21][CH:20]=[CH:19][CH:18]=3)O)[C:7]3[CH:8]=[CH:9][C:10]([CH3:13])=[CH:11][C:12]=3[C:4]=2[CH2:3]1.S(Cl)(Cl)=O.[OH-].[Na+]>C(Cl)Cl.CN(C=O)C>[C:23]1([C:15]([C:17]2[CH:22]=[CH:21][CH:20]=[CH:19][CH:18]=2)=[CH:14][N:6]2[C:7]3[CH:8]=[CH:9][C:10]([CH3:13])=[CH:11][C:12]=3[C:4]3[CH2:3][N:2]([CH3:1])[CH2:30][CH2:29][C:5]2=3)[CH:24]=[CH:25][CH:26]=[CH:27][CH:28]=1 |f:2.3|. Procedure: A solution of 2-(2,8-Dimethyl-1,2,3,4-tetrahydro-pyrido[4,3-b]indol-5-yl)-1,1-diphenyl-ethanol (100 mg, 0.25 mmol) in DCM (5 mL) and DMF (2 drops) was stirred at 0-10° C. Thionyl chloride (1.55 mL, 21.46 mmol) was added and the reaction mixture was stirred at RT for 2.5 h. The solvent was removed under vacuum to obtain crude yellow solid. 1N NaOH (10 mL) was added to the reaction mixture and the desired compound extracted with EtOAc (20 mL×2). The organic layer was dried over anhydrous sodium su...